describe an organic reaction: reactants, conditions, products, and yield From a dataset of the Open Reaction Database (ORD), a public repository of structured organic reaction records. Starting materials: [N+](=O)([O-])C1=CC2=C(NCCO2)C=C1 (7-nitro-2,3-dihydro-4H-1,4-benzoxazine), [H-].[Na+] (sodium hydride), BrCC=1C=C(C(=O)OC)C=CC1 (methyl 3-bromomethylbenzoate). Solvent: CN(C)C=O (DMF). Yields the product [N+](=O)([O-])C1=CC2=C(N(CCO2)CC=2C=C(C(=O)OC)C=CC2)C=C1 (Methyl 3-[(7-nitro-2,3-dihydro-4H-1,4-benzoxazin-4-yl)methyl]benzoate). The yield is 102.5%. Reaction SMILES: [N+:1]([C:4]1[CH:13]=[CH:12][C:7]2[NH:8][CH2:9][CH2:10][O:11][C:6]=2[CH:5]=1)([O-:3])=[O:2].[H-].[Na+].Br[CH2:17][C:18]1[CH:19]=[C:20]([CH:25]=[CH:26][CH:27]=1)[C:21]([O:23][CH3:24])=[O:22]>CN(C=O)C>[N+:1]([C:4]1[CH:13]=[CH:12][C:7]2[N:8]([CH2:17][C:18]3[CH:19]=[C:20]([CH:25]=[CH:26][CH:27]=3)[C:21]([O:23][CH3:24])=[O:22])[CH2:9][CH2:10][O:11][C:6]=2[CH:5]=1)([O-:3])=[O:2] |f:1.2|. Reported procedure: The same operation as in Example (90a) was performed using 7-nitro-2,3-dihydro-4H-1,4-benzoxazine (described in Higuchi, Robert I.; Arienti, Kristen L.; Lopez, Francisco J.; Mani, Neelakhanda S.; Mais, Dale E.; Caferro, Thomas R.; Long, Yun Oliver; Jones, Todd K.; Edwards, James P.; Zhi, Lin; Schrader, William T.; et al.; J. Med. Chem.; 50; 10; 2007; 2486-2496, 0.6 g, 3.3 mmol), sodium hydride (55% content, 145 mg, 3.3 mmol), methyl 3-bromomethylbenzoate (0.76 g, 3.3 mmol) and DMF (50 mL). Purif...